Dataset: the Open Reaction Database (ORD), a public repository of structured organic reaction records. Task: describe an organic reaction: reactants, conditions, products, and yield Reactants: 1-(di-1-pyrrolidinylmethylene)-1H-benzotriazolium 3-oxide hexafluorophosphate, FC1(C(N(C2=C(N(C1)CCC1=CC=CC=C1)N=C(N=C2)NC2=C(C=C(C(=O)O)C=C2)OC)C)=O)F (4-(7,7-difluoro-5-methyl-6-oxo-9-phenethyl-6,7,8,9-tetrahydro-5H-pyrimido[4,5-b][1,4]diazepin-2-ylamino)-3-methoxy-benzoic acid), C(C)N(C(C)C)C(C)C (ethyldiisopropyl amine), O1CCC(CC1)N (tetrahydro-pyran-4-ylamine). Run in CN(C=O)C (dimethylformamide), ice water. Reaction conditions: time 1 hour. Product: FC1(C(N(C2=C(N(C1)CCC1=CC=CC=C1)N=C(N=C2)NC2=C(C=C(C(=O)NC1CCOCC1)C=C2)OC)C)=O)F (4-(7,7-difluoro-5-methyl-6-oxo-9-phenethyl-6,7,8,9-tetrahydro-5H-pyrimido[4,5-b][1,4]diazepin-2-ylamino)-3-methoxy-N-(tetrahydro-pyran-4-yl)-benzamide). The yield is 72.7%. Reaction SMILES: [F:1][C:2]1([F:35])[CH2:8][N:7]([CH2:9][CH2:10][C:11]2[CH:16]=[CH:15][CH:14]=[CH:13][CH:12]=2)[C:6]2[N:17]=[C:18]([NH:21][C:22]3[CH:30]=[CH:29][C:25]([C:26]([OH:28])=O)=[CH:24][C:23]=3[O:31][CH3:32])[N:19]=[CH:20][C:5]=2[N:4]([CH3:33])[C:3]1=[O:34].C(N(C(C)C)C(C)C)C.[O:45]1[CH2:50][CH2:49][CH:48]([NH2:51])[CH2:47][CH2:46]1>CN(C)C=O>[F:35][C:2]1([F:1])[CH2:8][N:7]([CH2:9][CH2:10][C:11]2[CH:12]=[CH:13][CH:14]=[CH:15][CH:16]=2)[C:6]2[N:17]=[C:18]([NH:21][C:22]3[CH:30]=[CH:29][C:25]([C:26]([NH:51][CH:48]4[CH2:49][CH2:50][O:45][CH2:46][CH2:47]4)=[O:28])=[CH:24][C:23]=3[O:31][CH3:32])[N:19]=[CH:20][C:5]=2[N:4]([CH3:33])[C:3]1=[O:34]. Procedure details: To a mixture of 0.08 g (0.17 mmole) of 4-(7,7-difluoro-5-methyl-6-oxo-9-phenethyl-6,7,8,9-tetrahydro-5H-pyrimido[4,5-b][1,4]diazepin-2-ylamino)-3-methoxy-benzoic acid (I-275), 0.12 mL (0.64 mmole) of ethyldiisopropyl amine and 0.018 g (0.19 mmole) of tetrahydro-pyran-4-ylamine in 2.0 mL of dimethylformamide was added 0.079 g (0.19 mmole) of 1-(di-1-pyrrolidinylmethylene)-1H-benzotriazolium 3-oxide hexafluorophosphate. The mixture was stirred at room temperature for 1 hour, then diluted with 10 m...